This data is from the Open Reaction Database (ORD), a public repository of structured organic reaction records. The task is: describe an organic reaction: reactants, conditions, products, and yield As a reaction SMILES: [C:1]([O:5][CH2:6][CH3:7])(=[O:4])[CH:2]=[CH2:3].[C:8](#[N:11])[CH:9]=[CH2:10].[CH2:12]([NH:14][C:15](=[O:18])[CH:16]=[CH2:17])[OH:13]>>[C:1]([O:5][CH2:6][CH3:7])(=[O:4])[CH:2]=[CH2:3].[C:8](#[N:11])[CH:9]=[CH2:10].[CH2:12]([NH:14][C:15](=[O:18])[CH:16]=[CH2:17])[OH:13] |f:3.4.5|. Yields the product C(C=C)(=O)OCC.C(C=C)#N.C(O)NC(C=C)=O (ethyl acrylate acrylonitrile N-methylol acrylamide). Starting materials: C(C=C)(=O)OCC (ethyl acrylate), C(C=C)#N (acrylonitrile), C(O)NC(C=C)=O (N-methylol acrylamide). Procedure details: An ethyl acrylate/acrylonitrile/N-methylol acrylamide terpolymer was prepared by aqueous emulsion polymerization which contained 93% ethyl acrylate, 1% acrylonitrile, and 6% N-methylol acrylamide. The terpolymer was determined to have a Tg of −16° C. The reactants are ClC1=CC2=C(N=CNC2=O)C=N1 (6-Chloro-pyrido[3,4-d]pyrimidin-4-one), [C-]#N.[K+] (potassium cyanide), [C-]#N.[K+] (potassium cyanide). The reagents and catalysts are [Cu]I (copper (I) iodide). Solvent: CN1C(CCC1)=O (1-methyl-2-pyrrolidinone). Conditions: time 70 hour. Yields the product C(#N)C1=CC2=C(N=CNC2=O)C=N1 (6-Cyano-pyrido[3,4-d]pyrimidin-4-one). Isolated yield 25.3%. As a reaction SMILES: Cl[C:2]1[N:12]=[CH:11][C:5]2[N:6]=[CH:7][NH:8][C:9](=[O:10])[C:4]=2[CH:3]=1.[C-:13]#[N:14].[K+]>CN1CCCC1=O.[Cu]I>[C:13]([C:2]1[N:12]=[CH:11][C:5]2[N:6]=[CH:7][NH:8][C:9](=[O:10])[C:4]=2[CH:3]=1)#[N:14] |f:1.2|. Procedure: 6-Chloro-pyrido[3,4-d]pyrimidin-4-one (10 g) in 1-methyl-2-pyrrolidinone (100 ml) was treated with copper (I) iodide (10.52 g) and potassium cyanide (7.10 g) at 215° C. for 72 hours under N2. Further potassium cyanide was added (3.58 g) and heating continued at 230° C. for 70 hours. The 1-methyl-2-pyrrolidinone was removed by distillation at reduced pressure and the residue absorbed onto silica. Chromatography gave the title compound (2.4 g) as a beige solid; δH [2H6]DMSO 13.0(1H, bs), 9.25 (1H,... Reactants: C([O-])([O-])=O.[Na+].[Na+] (sodium carbonate), O (Water), BrC=1C(N(C=CN1)CC)=O (3-bromo-1-ethylpyrazin-2(1H)-one), palladium tetrakis triphenylphosphine, ClC1=CC=C(C=C1)B(O)O (4-chlorophenylboronic acid). Solvent: C1(=CC=CC=C1)C (toluene). Reaction conditions: time 3 hour. The product is ClC1=CC=C(C=C1)C=1C(N(C=CN1)CC)=O (3-(4-chlorophenyl)-1-ethylpyrazin-2(1H)-one). The yield is 47.6%. RXN SMILES: Br[C:2]1[C:3](=[O:10])[N:4]([CH2:8][CH3:9])[CH:5]=[CH:6][N:7]=1.[Cl:11][C:12]1[CH:17]=[CH:16][C:15](B(O)O)=[CH:14][CH:13]=1.C(=O)([O-])[O-].[Na+].[Na+].O>C1(C)C=CC=CC=1>[Cl:11][C:12]1[CH:17]=[CH:16][C:15]([C:2]2[C:3](=[O:10])[N:4]([CH2:8][CH3:9])[CH:5]=[CH:6][N:7]=2)=[CH:14][CH:13]=1 |f:2.3.4|. Procedure details: To 200 mg (0.98 mM) of 3-bromo-1-ethylpyrazin-2(1H)-one and 57 mg (0.05 mM) of palladium tetrakis triphenylphosphine in 4 ml of toluene were added, under nitrogen, 231.0 mg (1.48 mM) of 4-chlorophenylboronic acid and 2.9 ml of 2M sodium carbonate aqueous solution. The mixture was stirred for 3 h at reflux under nitrogen atmosphere, and then at room temperature overnight. Water was added and the mixture was extracted with ethyl acetate. The organic phase was separated, dried, over anhydrous sodiu... Starting materials: CCOCC, Cl, COC(=O)c1ccc(COc2ccccc2)cc1Cc1ccc2ccccc2c1. The product is OCc1ccc(COc2ccccc2)cc1Cc1ccc2ccccc2c1. As a reaction SMILES: [CH3:31][CH2:32][O:33][CH2:34][CH3:35].[ClH:30].[cH:1]1[c:2]([CH2:11][c:12]2[c:13]([C:14](=[O:15])[O:16][CH3:17])[cH:18][cH:19][c:20]([CH2:22][O:23][c:24]3[cH:25][cH:26][cH:27][cH:28][cH:29]3)[cH:21]2)[cH:3][cH:4][c:5]2[cH:6][cH:7][cH:8][cH:9][c:10]12>>[cH:1]1[c:2]([CH2:11][c:12]2[c:13]([CH2:14][OH:15])[cH:18][cH:19][c:20]([CH2:22][O:23][c:24]3[cH:25][cH:26][cH:27][cH:28][cH:29]3)[cH:21]2)[cH:3][cH:4][c:5]2[cH:6][cH:7][cH:8][cH:9][c:10]12. Reactants: FC(C(CC(=O)OCC)=O)(F)F (ethyl 4,4,4-trifluoroacetoacetate), NC(=O)N (urea), C(OCC)([O-])[O-] (ethyl orthoformate). The solvent is C=1(C(=CC=CC1)C)C (xylene). Run at temperature 130 celsius, time 1.5 hour. Yields the product OC1=NC=C(C(=N1)C(F)(F)F)C(=O)OCC (ethyl 2-hydroxy-4-trifluoromethyl-5-pyrimidinecarboxylate). Yield: 68.5%. RXN SMILES: [F:1][C:2]([F:12])([F:11])[C:3](=O)[CH2:4][C:5]([O:7][CH2:8][CH3:9])=[O:6].[NH2:13][C:14]([NH2:16])=[O:15].[CH:17]([O-])([O-])OCC>C1(C)C(C)=CC=CC=1>[OH:15][C:14]1[N:16]=[C:3]([C:2]([F:12])([F:11])[F:1])[C:4]([C:5]([O:7][CH2:8][CH3:9])=[O:6])=[CH:17][N:13]=1. Reported procedure: A mixture of ethyl 4,4,4-trifluoroacetoacetate (23.1 g), urea (7.54 g) and ethyl orthoformate (18.6 g) is stirred at 130° C. under argon gas atmosphere for 1.5 hours. To the reaction mixture is added xylene (100 mL) and the mixture is stirred at 140° C. for 17 hours. The reaction mixture is evaporated to remove solvent and the residue is diluted with methanol. The solution is treated with an activated carbon powder, concentrated in vacuo, and triturated in diisopropylether to give ethyl 2-hydrox... Starting materials: CCCCC (pentane), [H-].[Na+] (sodium hydride), C(C=C(C)C)Br (Prenyl bromide), C(CC(=O)OCC)(=O)OCC (diethyl malonate). Solvent: O1CCCC1 (tetrahydrofuran), CN(C=O)C (dimethylformamide). Run at time 40 minute. The product is CC(=CCC(C(=O)OCC)C(=O)OCC)C (Diethyl 3,3-dimethylallylmalonate). Yield: 89.4%. RXN SMILES: [H-].[Na+].CCCCC.[C:8]([O:16][CH2:17][CH3:18])(=[O:15])[CH2:9][C:10]([O:12][CH2:13][CH3:14])=[O:11].[CH2:19](Br)[CH:20]=[C:21]([CH3:23])[CH3:22]>O1CCCC1.CN(C)C=O>[CH3:22][C:21]([CH3:23])=[CH:20][CH2:19][CH:9]([C:10]([O:12][CH2:13][CH3:14])=[O:11])[C:8]([O:16][CH2:17][CH3:18])=[O:15] |f:0.1|. Procedure: 422 mg (14.1 mmol, 80% mineral oil dispersion) sodium hydride was washed 3×, each with 5 mL pentane, and suspended in a mixture of 10 mL tetrahydrofuran and 5 mL dimethylformamide. 2.04 g (13.4 mmol) diethyl malonate was added, and the mixture stirred for 40 mins to form a clear light brown solution. Prenyl bromide (2.00 g, 13.4 mmol) was then added, and the solution refluxed for 1 hr. The reaction was quenched with water, acidified to pH 2 with 1N HCl, and extracted 2×, each with 10 mL diethyl ... Reactants: CCOCC, COc1cc(OC)c(F)c(-c2ccc(C#N)c3nccnc23)c1, [K+], [OH-], O, O, OCCO. The product is COc1cc(OC)c(F)c(-c2ccc(C(=O)O)c3nccnc23)c1. RXN SMILES: [CH3:31][CH2:32][O:33][CH2:34][CH3:35].[F:3][c:4]1[c:5](-[c:14]2[cH:15][cH:16][c:17]([C:24]#[N:25])[c:18]3[n:19][cH:20][cH:21][n:22][c:23]23)[cH:6][c:7]([O:12][CH3:13])[cH:8][c:9]1[O:10][CH3:11].[K+:2].[OH-:1].[OH2:26].[OH2:36].[OH:27][CH2:28][CH2:29][OH:30]>>[O:1]=[C:24]([c:17]1[cH:16][cH:15][c:14](-[c:5]2[c:4]([F:3])[c:9]([O:10][CH3:11])[cH:8][c:7]([O:12][CH3:13])[cH:6]2)[c:23]2[c:18]1[n:19][cH:20][cH:21][n:22]2)[OH:26]. Reactants: CCOCc1nc2cnc3ccccc3c2n1N, CCC(=O)CC, Cc1ccccc1, CO, CC(C)O, ClC(Cl)Cl, Cc1ccc(S(=O)(=O)[O-])cc1, c1cc[nH+]cc1. The product is CCOCc1nc2cnc3ccccc3c2n1N=C(CC)CC. Reaction SMILES: [CH2:1]([CH3:2])[O:3][CH2:4][c:5]1[n:6]([NH2:18])[c:7]2[c:8]([cH:9][n:10][c:11]3[cH:12][cH:13][cH:14][cH:15][c:16]23)[n:17]1.[CH3:19][CH2:20][C:21]([CH2:22][CH3:23])=[O:24].[CH3:46][c:47]1[cH:48][cH:49][cH:50][cH:51][cH:52]1.[CH3:57][OH:58].[CH:53]([OH:54])([CH3:55])[CH3:56].[Cl:42][CH:43]([Cl:44])[Cl:45].[c:25]1([CH3:26])[cH:27][cH:28][c:29]([S:30]([O-:31])(=[O:32])=[O:33])[cH:34][cH:35]1.[nH+:36]1[cH:37][cH:38][cH:39][cH:40][cH:41]1>>[CH2:1]([CH3:2])[O:3][CH2:4][c:5]1[n:6]([N:18]=[C:21]([CH2:20][CH3:19])[CH2:22][CH3:23])[c:7]2[c:8]([cH:9][n:10][c:11]3[cH:12][cH:13][cH:14][cH:15][c:16]23)[n:17]1. Reactants: C1CCOC1, CI, CCOC(=O)Cc1ccncc1. Yields the product CCOC(=O)C(C)c1ccncc1. As a reaction SMILES: [CH2:15]1[O:16][CH2:17][CH2:18][CH2:19]1.[CH3:13][I:14].[n:1]1[cH:2][cH:3][c:4]([CH2:7][C:8](=[O:9])[O:10][CH2:11][CH3:12])[cH:5][cH:6]1>>[n:1]1[cH:2][cH:3][c:4]([CH:7]([C:8](=[O:9])[O:10][CH2:11][CH3:12])[CH3:13])[cH:5][cH:6]1. Reactants: CCOC(=O)C(Cc1ccncc1)n1ncc(NC2CC3CC(C2C)C3(C)C)c(Br)c1=O, C1COCCO1, Cl, [Na+], [OH-]. The product is CC1C(Nc2cnn(C(Cc3ccncc3)C(=O)O)c(=O)c2Br)CC2CC1C2(C)C. As a reaction SMILES: [Br:1][c:2]1[c:3]([NH:22][CH:23]2[CH:24]([CH3:32])[CH:25]3[C:26]([CH3:30])([CH3:31])[CH:27]([CH2:28]2)[CH2:29]3)[cH:4][n:5][n:6]([CH:9]([C:10](=[O:11])[O:12][CH2:13][CH3:14])[CH2:15][c:16]2[cH:17][cH:18][n:19][cH:20][cH:21]2)[c:7]1=[O:8].[CH2:36]1[O:37][CH2:38][CH2:39][O:40][CH2:41]1.[ClH:35].[Na+:34].[OH-:33]>>[Br:1][c:2]1[c:3]([NH:22][CH:23]2[CH:24]([CH3:32])[CH:25]3[C:26]([CH3:30])([CH3:31])[CH:27]([CH2:28]2)[CH2:29]3)[cH:4][n:5][n:6]([CH:9]([C:10](=[O:11])[OH:12])[CH2:15][c:16]2[cH:17][cH:18][n:19][cH:20][cH:21]2)[c:7]1=[O:8].